describe an organic reaction: reactants, conditions, products, and yield From a dataset of the Open Reaction Database (ORD), a public repository of structured organic reaction records. Reactants: C1(=CC=CC=C1)S(=O)(=O)C1=CC=C2C(CCOC2=C1)=CC#N ((7-Benzenesulfonyl-chroman-4-ylidene)-acetonitrile), [H][H] (hydrogen). The reagents and catalysts are [Pd] (Pd). Run in CCOC(=O)C (EtOAc). The product is C1(=CC=CC=C1)S(=O)(=O)C1=CC=C2C(CCOC2=C1)CC#N ((7-benzenesulfonyl-chroman-4-yl)-acetonitrile). Yield: 99.2%. Reaction SMILES: [C:1]1([S:7]([C:10]2[CH:19]=[C:18]3[C:13]([C:14](=[CH:20][C:21]#[N:22])[CH2:15][CH2:16][O:17]3)=[CH:12][CH:11]=2)(=[O:9])=[O:8])[CH:6]=[CH:5][CH:4]=[CH:3][CH:2]=1.[H][H]>CCOC(C)=O.[Pd]>[C:1]1([S:7]([C:10]2[CH:19]=[C:18]3[C:13]([CH:14]([CH2:20][C:21]#[N:22])[CH2:15][CH2:16][O:17]3)=[CH:12][CH:11]=2)(=[O:9])=[O:8])[CH:2]=[CH:3][CH:4]=[CH:5][CH:6]=1. Procedure details: (7-Benzenesulfonyl-chroman-4-ylidene)-acetonitrile (395 mg, 1.27 mmol) was dissolved in 4 mL EtOAc and placed in a Parr flask containing 40 g of Pd (10% wt) on carbon. The flask was sealed and shaken overnight under 50 psi of hydrogen. The Pd/C was removed by filtration and the solvent was evaporated under reduced pressure to afford 397 mg (1.26 mmol, 99%) of (7-benzenesulfonyl-chroman-4-yl)-acetonitrile. MS: 314 (M+H)+. Reactants: CC(C)C(=O)Cl, ClCCl, Cc1cc2c(c(C)c1O)C(C)CN2, c1ccncc1. RXN SMILES: [C:20]([CH:21]([CH3:22])[CH3:23])(=[O:24])[Cl:25].[CH2:26]([Cl:27])[Cl:28].[OH:1][c:2]1[c:3]([CH3:13])[c:4]2[c:8]([cH:9][c:10]1[CH3:11])[NH:7][CH2:6][CH:5]2[CH3:12].[cH:14]1[cH:15][cH:16][n:17][cH:18][cH:19]1>>[OH:1][c:2]1[c:3]([CH3:13])[c:4]2[c:8]([cH:9][c:10]1[CH3:11])[N:7]([C:20]([CH:21]([CH3:22])[CH3:23])=[O:24])[CH2:6][CH:5]2[CH3:12]. The product is Cc1cc2c(c(C)c1O)C(C)CN2C(=O)C(C)C. The reactants are Cl, O=C(Cc1ccc(F)cc1)c1ccccc1, CON, c1ccncc1. Product: CON=C(Cc1ccc(F)cc1)c1ccccc1. Reaction SMILES: [ClH:17].[F:1][c:2]1[cH:3][cH:4][c:5]([CH2:8][C:9](=[O:10])[c:11]2[cH:12][cH:13][cH:14][cH:15][cH:16]2)[cH:6][cH:7]1.[O:18]([CH3:19])[NH2:20].[cH:21]1[cH:22][cH:23][n:24][cH:25][cH:26]1>>[F:1][c:2]1[cH:3][cH:4][c:5]([CH2:8][C:9]([c:11]2[cH:12][cH:13][cH:14][cH:15][cH:16]2)=[N:20][O:18][CH3:19])[cH:6][cH:7]1.